This data is from the Open Reaction Database (ORD), a public repository of structured organic reaction records. The task is: describe an organic reaction: reactants, conditions, products, and yield Reactants: [Al+3], CCOC(=O)CCc1ccc(C)nc1, [H-], [H-], [H-], [H-], [Li+], C1CCOC1. Yields the product Cc1ccc(CCCO)cn1. RXN SMILES: [Al+3:16].[CH3:1][c:2]1[cH:3][cH:4][c:5]([CH2:8][CH2:9][C:10](=[O:11])[O:12][CH2:13][CH3:14])[cH:6][n:7]1.[H-:15].[H-:18].[H-:19].[H-:20].[Li+:17].[O:21]1[CH2:22][CH2:23][CH2:24][CH2:25]1>>[CH3:1][c:2]1[cH:3][cH:4][c:5]([CH2:8][CH2:9][CH2:10][OH:11])[cH:6][n:7]1. Reactants: C1CCOC1, CCCCCCCc1csc(C(=O)OCC)c1, CO, [Li+], [OH-], O, O. Product: CCCCCCCc1csc(C(=O)O)c1. As a reaction SMILES: [CH2:22]1[O:23][CH2:24][CH2:25][CH2:26]1.[CH2:4]([CH2:5][CH2:6][CH2:7][CH2:8][CH2:9][CH3:10])[c:11]1[cH:12][c:13]([C:16](=[O:17])[O:18][CH2:19][CH3:20])[s:14][cH:15]1.[CH3:27][OH:28].[Li+:3].[OH-:2].[OH2:1].[OH2:21]>>[CH2:4]([CH2:5][CH2:6][CH2:7][CH2:8][CH2:9][CH3:10])[c:11]1[cH:12][c:13]([C:16](=[O:17])[OH:18])[s:14][cH:15]1. Reactants: CCO, N#Cc1cc([N+](=O)[O-])c(O)cc1F. Yields the product N#Cc1cc(N)c(O)cc1F. As a reaction SMILES: [CH3:14][CH2:15][OH:16].[F:1][c:2]1[c:3]([C:4]#[N:5])[cH:6][c:7]([N+:11]([O-:12])=[O:13])[c:8]([OH:10])[cH:9]1>>[F:1][c:2]1[c:3]([C:4]#[N:5])[cH:6][c:7]([NH2:11])[c:8]([OH:10])[cH:9]1.